This data is from the Open Reaction Database (ORD), a public repository of structured organic reaction records. The task is: describe an organic reaction: reactants, conditions, products, and yield The reactants are OCCBr, O=C([O-])[O-], CS(C)=O, O=C(NCc1cn(-c2ccc(-n3cccc(O)c3=O)cc2)cn1)c1ccc(Cl)s1, [Cs+], [Cs+]. Product: O=C(NCc1cn(-c2ccc(-n3cccc(OCCO)c3=O)cc2)cn1)c1ccc(Cl)s1. Reaction SMILES: [Br:30][CH2:31][CH2:32][OH:33].[C:34](=[O:35])([O-:36])[O-:37].[CH3:40][S:41]([CH3:42])=[O:43].[Cl:1][c:2]1[cH:3][cH:4][c:5]([C:7](=[O:8])[NH:9][CH2:10][c:11]2[n:12][cH:13][n:14](-[c:16]3[cH:17][cH:18][c:19](-[n:22]4[c:23](=[O:29])[c:24]([OH:28])[cH:25][cH:26][cH:27]4)[cH:20][cH:21]3)[cH:15]2)[s:6]1.[Cs+:38].[Cs+:39]>>[Cl:1][c:2]1[cH:3][cH:4][c:5]([C:7](=[O:8])[NH:9][CH2:10][c:11]2[n:12][cH:13][n:14](-[c:16]3[cH:17][cH:18][c:19](-[n:22]4[c:23](=[O:29])[c:24]([O:28][CH2:31][CH2:32][OH:33])[cH:25][cH:26][cH:27]4)[cH:20][cH:21]3)[cH:15]2)[s:6]1. The reactants are COC(=O)C1(OC2=C(C1)C=C(C=C2)O)CC (2-Ethyl-5-hydroxy-2,3-dihydro-benzofuran-2-carboxylic acid methyl ester), ClC1=C(C=CC(=C1)SC(F)(F)F)OCCCI (2-Chloro-1-(3-iodo-propoxy)-4-(trifluoromethylsulfanyl)-benzene). Product: ClC1=C(OCCCOC=2C=CC3=C(CC(O3)(C(=O)O)CC)C2)C=CC(=C1)SC(F)(F)F (5-[3-(2-Chloro-4-trifluoromethylsulfanyl-phenoxy)-propoxy]-2-ethyl-2,3-dihydro-benzofuran-2-carboxylic acid). As a reaction SMILES: C[O:2][C:3]([C:5]1([CH2:15][CH3:16])[CH2:9][C:8]2[CH:10]=[C:11]([OH:14])[CH:12]=[CH:13][C:7]=2[O:6]1)=[O:4].[Cl:17][C:18]1[CH:23]=[C:22]([S:24][C:25]([F:28])([F:27])[F:26])[CH:21]=[CH:20][C:19]=1[O:29][CH2:30][CH2:31][CH2:32]I>>[Cl:17][C:18]1[CH:23]=[C:22]([S:24][C:25]([F:26])([F:28])[F:27])[CH:21]=[CH:20][C:19]=1[O:29][CH2:30][CH2:31][CH2:32][O:14][C:11]1[CH:12]=[CH:13][C:7]2[O:6][C:5]([CH2:15][CH3:16])([C:3]([OH:2])=[O:4])[CH2:9][C:8]=2[CH:10]=1. Reported procedure: The title compound was prepared following the general procedure described in Example 1, Step 4 employing the phenol prepared in Example 4, Step 1 and the iodide prepared in Step 2. Starting materials: C(=O)(OC(C)(C)C)N1CCN(CC1)C1=C(C=CC=C1)CN (1-Boc-4-(2-aminomethyl-phenyl)-piperazine), C(CC)(=O)O (propionic acid), C=1C=CC2=C(C1)N=NN2O (HOBt), C(CCl)Cl (EDC), CCN(C(C)C)C(C)C (DIEA). The solvent is C1CCOC1 (THF). Conditions: time 8 hour. Yields the product C(CC)(=O)NCC1=C(C=CC=C1)N1CCNCC1 ([2-(propionylamino-methyl)-phenyl]-piperazine), CCCCCC.C(C)(=O)OCC (hexane ethyl acetate). Yield: 167.5%. As a reaction SMILES: [C:1]([N:8]1[CH2:13][CH2:12][N:11]([C:14]2[CH:19]=[CH:18][CH:17]=[CH:16][C:15]=2[CH2:20][NH2:21])[CH2:10][CH2:9]1)([O:3][C:4]([CH3:7])(C)C)=[O:2].[C:22](O)(=[O:25])[CH2:23][CH3:24].[CH:27]1[CH:28]=[CH:29][C:30]2N(O)N=N[C:31]=2[CH:32]=1.[CH2:37](Cl)CCl.CCN(C(C)C)C(C)C>C1COCC1>[C:22]([NH:21][CH2:20][C:15]1[CH:16]=[CH:17][CH:18]=[CH:19][C:14]=1[N:11]1[CH2:10][CH2:9][NH:8][CH2:13][CH2:12]1)(=[O:25])[CH2:23][CH3:24].[CH3:29][CH2:28][CH2:27][CH2:32][CH2:31][CH3:30].[C:1]([O:3][CH2:4][CH3:7])(=[O:2])[CH3:37] |f:7.8|. Procedure details: Alternatively, the title compound was prepared in the following procedure: About 0.40 g (1.37 mmol) of 1-Boc-4-(2-aminomethyl-phenyl)-piperazine, 0.11 ml of (1.51 mmol) propionic acid, 0.22 g (1.64 mmol) of HOBt, 0.31 g (1.64 mmol) of EDC, and 0.24 ml (1.37 mmol) of DIEA were mixed in 30 ml THF under nitrogen and stirred overnight at r.t. The reaction was concentrated to dryness and ethyl acetate was added. The mixture was washed with saturated bicarbonate and brine, and then dried with sodium s... RXN SMILES: [CH3:1][O:2][c:3]1[c:4]([CH:5]=[O:6])[cH:7][c:8]([O:11][c:12]2[c:13]3[c:17]([c:18]([N+:22](=[O:23])[O-:24])[cH:19][c:20]2[CH3:21])[CH2:16][CH2:15][CH2:14]3)[cH:9][cH:10]1.[CH3:25][C:26](=[CH:27][CH3:28])[CH3:29].[CH3:41][C:42]([OH:43])([CH3:44])[CH3:45].[Cl+:30]([O-:31])[O-:32].[Na+:33].[Na+:39].[Na+:40].[P:34]([O-:35])([O-:36])([OH:37])=[O:38]>>[CH3:1][O:2][c:3]1[c:4]([C:5](=[O:6])[OH:31])[cH:7][c:8]([O:11][c:12]2[c:13]3[c:17]([c:18]([N+:22](=[O:23])[O-:24])[cH:19][c:20]2[CH3:21])[CH2:16][CH2:15][CH2:14]3)[cH:9][cH:10]1. The reactants are COc1ccc(Oc2c(C)cc([N+](=O)[O-])c3c2CCC3)cc1C=O, CC=C(C)C, CC(C)(C)O, [O-][Cl+][O-], [Na+], [Na+], [Na+], O=P([O-])([O-])O. The product is COc1ccc(Oc2c(C)cc([N+](=O)[O-])c3c2CCC3)cc1C(=O)O.